From a dataset of the Open Reaction Database (ORD), a public repository of structured organic reaction records. describe an organic reaction: reactants, conditions, products, and yield Reactants: CC1CCC(CC1)C(=O)O (4-Methyl-cyclohexanecarboxylic acid), C=1C=CC(=CC1)P(=O)(C=2C=CC=CC2)N=[N+]=[N-] (DPPA), TEA, CN(C)C=O (DMF), NC=1C(=C(C(=CC1)Cl)S(=O)(=O)N)O (3-Amino-6-chloro-2-hydroxy-benzenesulfonamide). Reaction conditions: temperature 80 celsius, time 18 hour. Yields the product ClC1=C(C(=C(C=C1)NC(=O)NC1CCC(CC1)C)O)S(N)(=O)=O (N-[4-chloro-2-hydroxy-3-sulfamylphenyl]-N′-(4-methyl-cyclohexyl) urea). As a reaction SMILES: C[CH:2]1[CH2:7][CH2:6][CH:5]([C:8](O)=O)[CH2:4][CH2:3]1.C1C=CC(P(N=[N+]=[N-])(C2C=CC=CC=2)=O)=CC=1.[NH2:28][C:29]1[C:30]([OH:40])=[C:31]([S:36]([NH2:39])(=[O:38])=[O:37])[C:32]([Cl:35])=[CH:33][CH:34]=1.C[N:42]([CH:44]=[O:45])C>>[Cl:35][C:32]1[CH:33]=[CH:34][C:29]([NH:28][C:44]([NH:42][CH:2]2[CH2:3][CH2:4][CH:5]([CH3:8])[CH2:6][CH2:7]2)=[O:45])=[C:30]([OH:40])[C:31]=1[S:36](=[O:38])(=[O:37])[NH2:39]. Procedure details: To a solution of 4-Methyl-cyclohexanecarboxylic acid (0.141 mL) in DMF (0.5 mL) was added DPPA (0.215 mL) and TEA (0.139 mL) and the reaction heated at 80° C. After 18 hrs, 3-Amino-6-chloro-2-hydroxy-benzenesulfonamide (0.150 g) was added and the reaction heated at 80° C. After 18 hrs, the reaction mixture was quenched with water and extracted with ethyl acetate. The organic layers were dried over anhydrous magnesium sulfate, and concentraed under reduced pressure. The crude residue was purified...